This data is from the Open Reaction Database (ORD), a public repository of structured organic reaction records. The task is: describe an organic reaction: reactants, conditions, products, and yield The reactants are CO, O=C[O-], COc1cccc(C2=NC(N=[N+]=[N-])C(=O)N(C)c3ccc(Cl)cc32)n1, [NH4+]. Yields the product COc1cccc(C2=NC(N)C(=O)N(C)c3ccc(Cl)cc32)n1. As a reaction SMILES: [CH3:30][OH:31].[CH:1]([O-:2])=[O:3].[N:5](=[N+:6]=[N-:7])[CH:8]1[C:9](=[O:29])[N:10]([CH3:28])[c:11]2[c:12]([cH:23][c:24]([Cl:27])[cH:25][cH:26]2)[C:13]([c:15]2[n:16][c:17]([O:21][CH3:22])[cH:18][cH:19][cH:20]2)=[N:14]1.[NH4+:4]>>[NH2:5][CH:8]1[C:9](=[O:29])[N:10]([CH3:28])[c:11]2[c:12]([cH:23][c:24]([Cl:27])[cH:25][cH:26]2)[C:13]([c:15]2[n:16][c:17]([O:21][CH3:22])[cH:18][cH:19][cH:20]2)=[N:14]1.